From a dataset of the Open Reaction Database (ORD), a public repository of structured organic reaction records. describe an organic reaction: reactants, conditions, products, and yield The product is COc1cc(C(=O)c2coc3c(N)c(OC)ccc23)cc(OC)c1OC. RXN SMILES: [CH3:1][O:2][c:3]1[c:4]([N+:26]([O-:27])=[O:28])[c:5]2[c:6]([c:7]([C:10](=[O:11])[c:12]3[cH:13][c:14]([O:22][CH3:23])[c:15]([O:20][CH3:21])[c:16]([O:18][CH3:19])[cH:17]3)[cH:8][o:9]2)[cH:24][cH:25]1.[CH3:33][O:34][CH2:35][CH2:36][O:37][CH3:38].[CH3:39][OH:40].[CH:29]([O-:30])=[O:31].[NH4+:32]>>[CH3:1][O:2][c:3]1[c:4]([NH2:26])[c:5]2[c:6]([c:7]([C:10](=[O:11])[c:12]3[cH:13][c:14]([O:22][CH3:23])[c:15]([O:20][CH3:21])[c:16]([O:18][CH3:19])[cH:17]3)[cH:8][o:9]2)[cH:24][cH:25]1. Starting materials: COc1cc(C(=O)c2coc3c([N+](=O)[O-])c(OC)ccc23)cc(OC)c1OC, COCCOC, CO, O=C[O-], [NH4+]. The reactants are [Li]CCCC (n-BuLi), BrC=1C=CC2=C(OCO2)C1 (6-bromo-1,3-benzodioxol), S(=O)(=O)(C1=CC=C(C)C=C1)N1CC1 (tosylaziridine), B(F)(F)F.CCOCC (BF3.Et2O), C(#N)[Cu] (CuCN), [NH4+].[Cl-] (NH4Cl). Solvent: C1CCOC1 (THF), C1CCOC1 (THF). Reaction conditions: temperature -78 celsius, time 40 minute. Product: CC1=CC=C(C=C1)S(=O)(=O)N (tosylamide). Isolated yield 81.6%. RXN SMILES: [Li]CCCC.BrC1C=CC2OCOC=2C=1.C([Cu])#N.[S:19]([N:29]1CC1)([C:22]1[CH:28]=[CH:27][C:25]([CH3:26])=[CH:24][CH:23]=1)(=[O:21])=[O:20].B(F)(F)F.CCOCC.[NH4+].[Cl-]>C1COCC1>[CH3:26][C:25]1[CH:24]=[CH:23][C:22]([S:19]([NH2:29])(=[O:21])=[O:20])=[CH:28][CH:27]=1 |f:4.5,6.7|. Reported procedure: n-BuLi (1.94 M in hexane, 10 mL) was added to a solution of 6-bromo-1,3-benzodioxol (16.6 mmol) in THF (65 mL) at -78° C. The reaction mixture was stirred for 40 min at -78° C. and CuCN (744 mg, 8.3 mmol) was added. After stirring at -78° C. for 1 h, a solution of aziridine 3 (1.27g, 3.95 mmol) in THF (10 mL) was added, followed by BF3.Et2O (0.40 mL). The reaction mixture was allowed to warm slowly to room temperature while stirring. After addition of saturated aqueous NH4Cl solution (10 mL), th... The reactants are OC1=C(C(=C(C(=C1)C)NC=O)C)C (N-(4-Hydroxy-2,3,6-trimethylphenyl)formamide), aqueous solution, [OH-].[K+] (potassium hydroxide), S(=O)(=O)(OC)OC (dimethyl sulfate). Run in CO (methanol). The product is COC1=C(C(=C(C(=C1)C)NC=O)C)C (N-(4-methoxy-2,3,6-trimethylphenyl)formamide). As a reaction SMILES: [OH:1][C:2]1[CH:7]=[C:6]([CH3:8])[C:5]([NH:9][CH:10]=[O:11])=[C:4]([CH3:12])[C:3]=1[CH3:13].[OH-].[K+].S(OC)(O[CH3:20])(=O)=O>CO>[CH3:20][O:1][C:2]1[CH:7]=[C:6]([CH3:8])[C:5]([NH:9][CH:10]=[O:11])=[C:4]([CH3:12])[C:3]=1[CH3:13] |f:1.2|. Procedure: N-(4-Hydroxy-2,3,6-trimethylphenyl)formamide (30.0 g, 167 mmol) was dissolved into a mixed solvent of a 4 N aqueous solution of potassium hydroxide (100 ml) and methanol (300 ml) and dimethyl sulfate (42.0 g, 334 mmol) was added to the resulting solution at room temperature. The resulting mixture was refluxed with heating for 14 hours. After the reaction solution was cooled down, the crystals precipitated were collected by filtration to obtain N-(4-methoxy-2,3,6-trimethylphenyl)formamide as a cr... RXN SMILES: [C:1]([O:5][C:6]([NH:8][C@@H:9]([CH2:13][O:14][C:15]1[CH:20]=[C:19]([CH3:21])[CH:18]=[CH:17][C:16]=1[N+:22]([O-:24])=[O:23])[C:10]([OH:12])=[O:11])=[O:7])([CH3:4])([CH3:3])[CH3:2].F[C:26]1C=C(C)C=CC=1[N+]([O-])=O>>[C:1]([O:5][C:6]([NH:8][C@@H:9]([C@@H:13]([O:14][C:15]1[CH:20]=[C:19]([CH3:21])[CH:18]=[CH:17][C:16]=1[N+:22]([O-:24])=[O:23])[CH3:26])[C:10]([OH:12])=[O:11])=[O:7])([CH3:4])([CH3:2])[CH3:3]. The reactants are C(C)(C)(C)OC(=O)N[C@H](C(=O)O)COC1=C(C=CC(=C1)C)[N+](=O)[O-] ((S)-2-(tert-butoxycarbonylamino)-3-(5-methyl-2-nitrophenoxy)propanoic acid), (2S,3S)-2-(tert-butoxycarbonylamino)-3-hydroxybutanoic acid DCHA, FC1=C(C=CC(=C1)C)[N+](=O)[O-] (2-fluoro-4-methyl-1-nitrobenzene). Reaction conditions: temperature 0 celsius, time 4 hour. Product: C(C)(C)(C)OC(=O)N[C@H](C(=O)O)[C@H](C)OC1=C(C=CC(=C1)C)[N+](=O)[O-] ((2S,3S)-2-tert-butoxycarbonylamino-3-(5-methyl-2-nitro-phenoxy)-butyric acid). Procedure: In a similar manner to that described for the preparation of (S)-2-(tert-butoxycarbonylamino)-3-(5-methyl-2-nitrophenoxy)propanoic acid except the reaction mixture was stirred at 0° C. for 4 h, (2S,3S)-2-(tert-butoxycarbonylamino)-3-hydroxybutanoic acid DCHA (2.0 g, 5.00 mmol) and 2-fluoro-4-methyl-1-nitrobenzene (1.55 g, 9.99 mmol) were converted to (2S,3S)-2-tert-butoxycarbonylamino-3-(5-methyl-2-nitro-phenoxy)-butyric acid (0.95 g, 53.6% yield). Isolated yield 53.6%.